The task is: describe an organic reaction: reactants, conditions, products, and yield. This data is from the Open Reaction Database (ORD), a public repository of structured organic reaction records. Reactants: FC1(CCC(CC1)C1=C(C(=NC=2CC(C[C@@H](C12)O)(C)C)C1CCN(CC1)C1=NC=C(C=N1)OC[C@@H]1OC(OC1)(C)C)[C@H](C1=CC=C(C=C1)C(F)(F)F)F)F ((5S)-4-(4,4-Difluorocyclohexyl)-2-[1-(5-{[(4S)-2,2-dimethyl-1,3-dioxolan-4-yl]methoxy}pyrimidin-2-yl)piperidin-4-yl]-3-{(S)-fluoro[4-(trifluoromethyl)phenyl]methyl}-7,7-dimethyl-5,6,7,8-tetrahydroquinolin-5-ol), [Cl-].[Na+] (sodium chloride), [OH-].[Na+] (sodium hydroxide), Cl (hydrochloric acid). The solvent is CO (methanol). Reaction conditions: temperature 50 celsius, time 3 hour. Product: FC1(CCC(CC1)C1=C(C(=NC=2CC(C[C@@H](C12)O)(C)C)C1CCN(CC1)C1=NC=C(C=N1)OC[C@@H](CO)O)[C@H](C1=CC=C(C=C1)C(F)(F)F)F)F ((5S)-4-(4,4-Difluorocyclohexyl)-2-[1-(5-{[(2R)-2,3-dihydroxypropyl]oxy}pyrimidin-2-yl)piperidin-4-yl]-3-{(S)-fluoro[4-(trifluoromethyl)phenyl]methyl}-7,7-dimethyl-5,6,7,8-tetrahydroquinolin-5-ol). Yield: 98.6%. As a reaction SMILES: [F:1][C:2]1([F:54])[CH2:7][CH2:6][CH:5]([C:8]2[C:17]3[C@@H:16]([OH:18])[CH2:15][C:14]([CH3:20])([CH3:19])[CH2:13][C:12]=3[N:11]=[C:10]([CH:21]3[CH2:26][CH2:25][N:24]([C:27]4[N:32]=[CH:31][C:30]([O:33][CH2:34][C@H:35]5[CH2:39][O:38]C(C)(C)[O:36]5)=[CH:29][N:28]=4)[CH2:23][CH2:22]3)[C:9]=2[C@@H:42]([F:53])[C:43]2[CH:48]=[CH:47][C:46]([C:49]([F:52])([F:51])[F:50])=[CH:45][CH:44]=2)[CH2:4][CH2:3]1.Cl.[OH-].[Na+].[Cl-].[Na+]>CO>[F:54][C:2]1([F:1])[CH2:3][CH2:4][CH:5]([C:8]2[C:17]3[C@@H:16]([OH:18])[CH2:15][C:14]([CH3:19])([CH3:20])[CH2:13][C:12]=3[N:11]=[C:10]([CH:21]3[CH2:26][CH2:25][N:24]([C:27]4[N:32]=[CH:31][C:30]([O:33][CH2:34][C@H:35]([OH:36])[CH2:39][OH:38])=[CH:29][N:28]=4)[CH2:23][CH2:22]3)[C:9]=2[C@@H:42]([F:53])[C:43]2[CH:48]=[CH:47][C:46]([C:49]([F:50])([F:52])[F:51])=[CH:45][CH:44]=2)[CH2:6][CH2:7]1 |f:2.3,4.5|. Procedure: To a solution of 108.4 mg (0.142 mmol) of (5S)-4-(4,4-Difluorocyclohexyl)-2-[1-(5-{[(4S)-2,2-dimethyl-1,3-dioxolan-4-yl]methoxy}pyrimidin-2-yl)piperidin-4-yl]-3-{(S)-fluoro[4-(trifluoromethyl)phenyl]methyl}-7,7-dimethyl-5,6,7,8-tetrahydroquinolin-5-ol, which was prepared by a method similar to that of Reference Example 26, in 2 ml of methanol, 0.5 ml of 2 N hydrochloric acid was added, and the mixture was stirred at 50° C. for 3 hours. After completion of the reaction, 0.5 ml of 2 N sodium hydro... The product is C=Cc1ccc2nc(-c3ccccc3)cc(OC3CC(C(=O)OCC[Si](C)(C)C)N(C(=O)OC(C)(C)C)C3)c2c1. Reaction SMILES: [CH2:61]1[O:62][CH2:63][CH2:64][CH2:65]1.[OH:1][CH:2]1[CH2:3][CH:4]([C:14](=[O:15])[O:16][CH2:17][CH2:18][Si:19]([CH3:20])([CH3:21])[CH3:22])[N:5]([C:7](=[O:8])[O:9][C:10]([CH3:11])([CH3:12])[CH3:13])[CH2:6]1.[c:23]1(-[c:29]2[nH:30][c:31]3[cH:32][cH:33][c:34]([CH:40]=[CH2:41])[cH:35][c:36]3[c:37](=[O:39])[cH:38]2)[cH:24][cH:25][cH:26][cH:27][cH:28]1.[c:42]1([P:43]([c:44]2[cH:45][cH:46][cH:47][cH:48][cH:49]2)[c:50]2[cH:51][cH:52][cH:53][cH:54][cH:55]2)[cH:56][cH:57][cH:58][cH:59][cH:60]1>>[O:1]([CH:2]1[CH2:3][CH:4]([C:14](=[O:15])[O:16][CH2:17][CH2:18][Si:19]([CH3:20])([CH3:21])[CH3:22])[N:5]([C:7](=[O:8])[O:9][C:10]([CH3:11])([CH3:12])[CH3:13])[CH2:6]1)[c:37]1[c:36]2[c:31]([n:30][c:29](-[c:23]3[cH:24][cH:25][cH:26][cH:27][cH:28]3)[cH:38]1)[cH:32][cH:33][c:34]([CH:40]=[CH2:41])[cH:35]2. Starting materials: C1CCOC1, CC(C)(C)OC(=O)N1CC(O)CC1C(=O)OCC[Si](C)(C)C, C=Cc1ccc2[nH]c(-c3ccccc3)cc(=O)c2c1, c1ccc(P(c2ccccc2)c2ccccc2)cc1. Reactants: C(I)(I)I (iodoform), ClC1=CC=C(C=C1)C(=O)C=O (4-chlorophenylglyoxal). The reagents and catalysts are [Cl-].[Cl-].[Cr+2] (chromium(II) dichloride). Solvent: O1CCCC1 (tetrahydrofuran). Product: O=C(C=CI)C1=CC=C(C=C1)Cl (1-oxo-1-(4-chlorophenyl)-3-iodo-2-propene). As a reaction SMILES: [Cl:1][C:2]1[CH:7]=[CH:6][C:5]([C:8]([CH:10]=O)=[O:9])=[CH:4][CH:3]=1.[CH:12](I)(I)[I:13]>O1CCCC1.[Cl-].[Cl-].[Cr+2]>[O:9]=[C:8]([C:5]1[CH:6]=[CH:7][C:2]([Cl:1])=[CH:3][CH:4]=1)[CH:10]=[CH:12][I:13] |f:3.4.5|. Procedure: This compound is prepared in a manner analogous to that of Step C of Example 4, using 6.7 grams (0.04 mole) of 4-chlorophenylglyoxal (prepared by the method of Kornblum et al., JACS, (1957), 79, 6562), 29.5 grams (0.24 mole) of anhydrous chromium(II) dichloride, and 31.5 grams (0.08 mole) of iodoform in 600 mL of tetrahydrofuran, yielding 1-oxo-1-(4-chlorophenyl)-3-iodo-2-propene. The reactants are OC1(CC(=O)OC(C1)=O)C (3-hydroxy-3-methylglutaric acid anhydride), [OH-].[NH4+] (ammonium hydroxide). Yields the product [NH4+].OC(CC(=O)N)(CC(=O)[O-])C (3-hydroxy-3-methylglutaric acid monoamide, ammonium salt). Procedure details: 1.7 g. (0.011 moles) of 3-hydroxy-3-methylglutaric acid anhydride (prepared according to the method of Hilz, et al, Biochem Zeit, 329, 476-489 (1958)) in 30 ml of 15 N ammonium hydroxide is allowed to stand at 25° C. for 10 minutes. The solution is then evaporated to dryness under vacuum and the resulting residue dissolved in 10 ml of warm methanol. Ethyl acetate (10 ml) is then slowly added to the methanol solution. Upon cooling, 1.5 g. of 3-hydroxy-3-methylglutaric acid monoamide, ammonium sal... Run at time 10 minute. Reaction SMILES: [OH:1][C:2]1([CH3:10])[CH2:8][C:7](=[O:9])[O:6][C:4](=[O:5])[CH2:3]1.[OH-].[NH4+:12]>>[NH4+:12].[OH:1][C:2]([CH3:10])([CH2:8][C:7]([O-:6])=[O:9])[CH2:3][C:4]([NH2:12])=[O:5] |f:1.2,3.4|. Starting materials: O=C([O-])O, CCCO, CCOC(C)=O, N#Cc1cc(-c2ccc(N3CCCCC3)nc2)sc1N, [Na+], [Na+], [OH-]. Product: NC(=O)c1cc(-c2ccc(N3CCCCC3)nc2)sc1N. Reaction SMILES: [C:33](=[O:34])([OH:35])[O-:36].[CH2:21]([CH2:22][CH3:23])[OH:24].[CH3:27][CH2:28][O:29][C:30](=[O:31])[CH3:32].[NH2:1][c:2]1[s:3][c:4](-[c:9]2[cH:10][n:11][c:12]([N:15]3[CH2:16][CH2:17][CH2:18][CH2:19][CH2:20]3)[cH:13][cH:14]2)[cH:5][c:6]1[C:7]#[N:8].[Na+:26].[Na+:37].[OH-:25]>>[NH2:1][c:2]1[s:3][c:4](-[c:9]2[cH:10][n:11][c:12]([N:15]3[CH2:16][CH2:17][CH2:18][CH2:19][CH2:20]3)[cH:13][cH:14]2)[cH:5][c:6]1[C:7]([NH2:8])=[O:24]. Reactants: O=C1SC(C(N1)=O)CC=1C=CC(=C(C(=O)O)C1)OC (5-[(2,4-Dioxothiazolidin-5-yl)methyl]-2-methoxybenzoic acid), N1=C(C=CC=C1)CN (2-picolylamine), Cl.CN(CCCN=C=NCC)C (1-[3-(dimethylamino)propyl]-3-ethylcarbodiimide hydrochloride), CN(C=O)C (N,N-dimethylformamide). Solvent: O (water). Run at time 5.5 hour. Yields the product N1=C(C=CC=C1)CNC(C1=C(C=CC(=C1)CC1C(NC(S1)=O)=O)OC)=O (N-[(2-Pyridyl)methyl]-5-[(2,4-dioxothiazolidin-5-yl)methyl]-2-methoxybenzamide). The yield is 19.8%. Reaction SMILES: [O:1]=[C:2]1[NH:6][C:5](=[O:7])[CH:4]([CH2:8][C:9]2[CH:10]=[CH:11][C:12]([O:18][CH3:19])=[C:13]([CH:17]=2)[C:14]([OH:16])=O)[S:3]1.[N:20]1[CH:25]=[CH:24][CH:23]=[CH:22][C:21]=1[CH2:26][NH2:27].Cl.CN(C)CCCN=C=NCC.CN(C)C=O>O>[N:20]1[CH:25]=[CH:24][CH:23]=[CH:22][C:21]=1[CH2:26][NH:27][C:14](=[O:16])[C:13]1[CH:17]=[C:9]([CH2:8][CH:4]2[S:3][C:2](=[O:1])[NH:6][C:5]2=[O:7])[CH:10]=[CH:11][C:12]=1[O:18][CH3:19] |f:2.3|. Procedure details: 5-[(2,4-Dioxothiazolidin-5-yl)methyl]-2-methoxybenzoic acid (282 mg, 1.00 mmol), 2-picolylamine (114 mg, 1.05 mmol), 1-[3-(dimethylamino)propyl]-3-ethylcarbodiimide hydrochloride (230 mg, 1.20 mmol) and N,N-dimethylformamide (5 mL) were mixed and stirred for 5.5 hours at room temperature, which was then allowed to stand overnight. After water was added to the reaction mixture, this was made acidic and extracted with ethyl acetate. The extracted solution was dried and then concentrated. The resid... Starting materials: CC(C)C1=CC(C)C(=O)CC1, ClC(Cl)Cl, O, Cc1ccc(S(=O)(=O)O)cc1. Yields the product CC1=CC(C(C)C)CCC1=O. Reaction SMILES: [CH3:1][CH:2]1[C:3](=[O:11])[CH2:4][CH2:5][C:6]([CH:8]([CH3:9])[CH3:10])=[CH:7]1.[Cl:24][CH:25]([Cl:26])[Cl:27].[OH2:12].[c:13]1([CH3:14])[cH:15][cH:16][c:17]([S:18]([OH:19])(=[O:20])=[O:21])[cH:22][cH:23]1>>[CH3:1][C:2]1=[CH:7][CH:6]([CH:8]([CH3:9])[CH3:10])[CH2:5][CH2:4][C:3]1=[O:11]. The reactants are O.NN (hydrazine monohydrate), ClC=1C=C(C#N)C=C(C1)OC1=C(C(=CC=C1Cl)CN1C(C2=CC=CC=C2C1=O)=O)F (3-Chloro-5-({6-chloro-3-[(1,3-dioxo-1,3-dihydro-2H-isoindol-2-yl)methyl]-2-fluorophenyl}oxy)benzonitrile), O.NN (hydrazine monohydrate). Run in CO (MeOH). Reaction conditions: time 2 hour. The product is NCC=1C(=C(C(=CC1)Cl)OC=1C=C(C#N)C=C(C1)Cl)F (3-{[3-(aminomethyl)-6-chloro-2-fluorophenyl]oxy}-5-chlorobenzonitrile). Yield: 822.2%. Reaction SMILES: [Cl:1][C:2]1[CH:3]=[C:4]([CH:7]=[C:8]([O:10][C:11]2[C:16]([Cl:17])=[CH:15][CH:14]=[C:13]([CH2:18][N:19]3C(=O)C4C(=CC=CC=4)C3=O)[C:12]=2[F:30])[CH:9]=1)[C:5]#[N:6].O.NN>CO>[NH2:19][CH2:18][C:13]1[C:12]([F:30])=[C:11]([O:10][C:8]2[CH:7]=[C:4]([CH:3]=[C:2]([Cl:1])[CH:9]=2)[C:5]#[N:6])[C:16]([Cl:17])=[CH:15][CH:14]=1 |f:1.2|. Procedure: 3-Chloro-5-({6-chloro-3-[(1,3-dioxo-1,3-dihydro-2H-isoindol-2-yl)methyl]-2-fluorophenyl}oxy)benzonitrile (1.9 g, 4.3 mmol) was dissolved in MeOH (50 mL) and hydrazine monohydrate (0.63 mL, 12.9 mmol) was added. The reaction mixture was placed in an oil bath at 60° C. and stirred for 2 h. Another portion of hydrazine monohydrate (0.63 mL, 12.9 mmol) was added and the reaction was stirred for 1 h. Purification was accomplished by column chromatography (CH2Cl2/MeOH) to afford the title compound (11... The reactants are C(C)(C)(C)OC(=O)N1CCC(CC1)C1=CN(C2=CC=C(C=C12)F)S(=O)(=O)CC[Si](C)(C)C (N-tert-butoxycarbonyl-4-(5-fluoro-1-(2-trimethylsilylethane-sulfonyl)indol-3-yl]piperidine), FC(C(=O)O)(F)F (trifluoroacetic acid). The solvent is C(Cl)Cl (methylene chloride). Run at time 2 hour. The product is FC=1C=C2C(=CN(C2=CC1)S(=O)(=O)CC[Si](C)(C)C)C1CCNCC1 (4-[5-fluoro-1-(2-trimethylsilylethanesulfonyl)indol-3-yl]piperidine). Isolated yield 100.0%. RXN SMILES: C(OC([N:8]1[CH2:13][CH2:12][CH:11]([C:14]2[C:22]3[C:17](=[CH:18][CH:19]=[C:20]([F:23])[CH:21]=3)[N:16]([S:24]([CH2:27][CH2:28][Si:29]([CH3:32])([CH3:31])[CH3:30])(=[O:26])=[O:25])[CH:15]=2)[CH2:10][CH2:9]1)=O)(C)(C)C.FC(F)(F)C(O)=O>C(Cl)Cl>[F:23][C:20]1[CH:21]=[C:22]2[C:17](=[CH:18][CH:19]=1)[N:16]([S:24]([CH2:27][CH2:28][Si:29]([CH3:32])([CH3:31])[CH3:30])(=[O:26])=[O:25])[CH:15]=[C:14]2[CH:11]1[CH2:12][CH2:13][NH:8][CH2:9][CH2:10]1. Procedure: To a solution of N-tert-butoxycarbonyl-4-(5-fluoro-1-(2-trimethylsilylethane-sulfonyl)indol-3-yl]piperidine (1.33 g, 2.73 mmol), [prepared as described in Step 2, above] in methylene chloride (3 ml), was added trifluoroacetic acid (4 ml). After 2 h, the reaction mixture was concentrated in vacuo and the residue was partitioned between methylene chloride (50 ml) and of 1M NaOH (10 ml). The organic layers were dried over MgSO4 and concentrated in vacuo to afford 4-[5-fluoro-1-(2-trimethylsilyletha... Procedure details: 1-[1-(9H-Fluoren-2-yl)ethyl]-1H-imidazole (8.88 g) was dissolved in ethyl acetate, and 15 ml of 4N hydrogen chloride-ethyl acetate was added to this solution under ice-cooling. The thus precipitated crystals were collected by filtration and washed with ethyl acetate to obtain 9.95 g of 1-[1-(9H-fluoren-2-yl)ethyl]-1H-imidazole hydrochloride. The solvent is C(C)(=O)OCC (ethyl acetate). Product: Cl.C1=C(C=CC=2C3=CC=CC=C3CC12)C(C)N1C=NC=C1 (1-[1-(9H-fluoren-2-yl)ethyl]-1H-imidazole hydrochloride). The reactants are C1=C(C=CC=2C3=CC=CC=C3CC12)C(C)N1C=NC=C1 (1-[1-(9H-Fluoren-2-yl)ethyl]-1H-imidazole), C(C)(=O)OCC.Cl (hydrogen chloride-ethyl acetate). Reaction SMILES: [CH:1]1[C:13]2[CH2:12][C:11]3[C:6](=[CH:7][CH:8]=[CH:9][CH:10]=3)[C:5]=2[CH:4]=[CH:3][C:2]=1[CH:14]([N:16]1[CH:20]=[CH:19][N:18]=[CH:17]1)[CH3:15].C(OCC)(=O)C.[ClH:27]>C(OCC)(=O)C>[ClH:27].[CH:1]1[C:13]2[CH2:12][C:11]3[C:6](=[CH:7][CH:8]=[CH:9][CH:10]=3)[C:5]=2[CH:4]=[CH:3][C:2]=1[CH:14]([N:16]1[CH:20]=[CH:19][N:18]=[CH:17]1)[CH3:15] |f:1.2,4.5|.